Dataset: the Open Reaction Database (ORD), a public repository of structured organic reaction records. Task: describe an organic reaction: reactants, conditions, products, and yield The reactants are N(=O)[O-].[Na+] (Sodium nitrite), NC=1C=C(C(=CC1Cl)[N+](=O)[O-])[C@H]1CC(NC1)=O ((4R)-4-(3-amino-4-chloro-6-nitrophenyl)pyrrolidin-2-one), O (water). Run in OS(=O)(=O)O (H2SO4). Run at time 30 minute. Product: ClC1=CC(=C(C=C1)[C@H]1CC(NC1)=O)[N+](=O)[O-] ((4R)-4-(4-Chloro-2-nitrophenyl)pyrrolidin-2-one). Yield: 75.8%. Reaction SMILES: N[C:2]1[CH:3]=[C:4]([C@@H:12]2[CH2:16][NH:15][C:14](=[O:17])[CH2:13]2)[C:5]([N+:9]([O-:11])=[O:10])=[CH:6][C:7]=1[Cl:8].N([O-])=O.[Na+].O>OS(O)(=O)=O>[Cl:8][C:7]1[CH:2]=[CH:3][C:4]([C@@H:12]2[CH2:16][NH:15][C:14](=[O:17])[CH2:13]2)=[C:5]([N+:9]([O-:11])=[O:10])[CH:6]=1 |f:1.2|. Procedure details: A solution of (4R)-4-(3-amino-4-chloro-6-nitrophenyl)pyrrolidin-2-one (3.5 g, 13.7 mmol) in 12.6 mL of conc. H2SO4 was heated to 55° C. Sodium nitrite (16.94 mmol) was added in small portions. The reaction mixture turned from yellow to red, then dark red. After the mixture was stirred for additional 30 min at this temperature, the mixture was cooled to room temperature and water was added. The mixture was then extracted with ethyl acetate (3×30 mL). The combined organic phases were washed with w... Starting materials: CNC1CNCC1 (3-Methylaminopyrrolidine), C1(=CC=C(C=C1)S(=O)(=O)OCCC1=CC=C(C=C1)F)C (2-(4-fluorophenyl)ethyl p-toluenesulfonate). Yields the product CNC1CN(CC1)CCC1=CC=C(C=C1)F (3-methylamino-1-(2-(4-fluorophenyl)ethyl)pyrrolidine). RXN SMILES: [CH3:1][NH:2][CH:3]1[CH2:7][CH2:6][NH:5][CH2:4]1.C1(C)C=CC(S(O[CH2:18][CH2:19][C:20]2[CH:25]=[CH:24][C:23]([F:26])=[CH:22][CH:21]=2)(=O)=O)=CC=1>>[CH3:1][NH:2][CH:3]1[CH2:7][CH2:6][N:5]([CH2:18][CH2:19][C:20]2[CH:25]=[CH:24][C:23]([F:26])=[CH:22][CH:21]=2)[CH2:4]1. Reported procedure: 3-Methylaminopyrrolidine and 2-(4-fluorophenyl)ethyl p-toluenesulfonate are reacted under the same conditions as in Starting Material Synthetic Example 4 to give 3-methylamino-1-(2-(4-fluorophenyl)ethyl)pyrrolidine.